This data is from the Open Reaction Database (ORD), a public repository of structured organic reaction records. The task is: describe an organic reaction: reactants, conditions, products, and yield Starting materials: CC(C)([O-])C.[K+] (potassium tert-butoxide), [Cl-].COC[P+](C1=CC=CC=C1)(C1=CC=CC=C1)C1=CC=CC=C1 ((methoxymethyl)triphenylphosphonium chloride), NC1=NC=NC(=C1C=O)Cl (4-Amino-6-chloropyrimidine-5-carbaldehyde), mixture. The solvent is C1CCOC1 (THF), C1CCOC1 (THF), C1CCOC1 (THF). Run at temperature -2 celsius, time 1 hour. Product: ClC1=C(C(=NC=N1)N)C=COC (6-chloro-5-(2-methoxyvinyl)pyrimidin-4-ylamine). Isolated yield 1.2%. Reaction SMILES: [Cl-].[CH3:2][O:3][CH2:4][P+](C1C=CC=CC=1)(C1C=CC=CC=1)C1C=CC=CC=1.CC(C)([O-])C.[K+].[NH2:30][C:31]1[C:36]([CH:37]=O)=[C:35]([Cl:39])[N:34]=[CH:33][N:32]=1>C1COCC1>[Cl:39][C:35]1[N:34]=[CH:33][N:32]=[C:31]([NH2:30])[C:36]=1[CH:37]=[CH:2][O:3][CH3:4] |f:0.1,2.3|. Reported procedure: A suspension of (methoxymethyl)triphenylphosphonium chloride (276.0 g, 0.807 mol, 1.1 equiv) in THF (1.5 L) was cooled in an ice/salt bath to −2° C. and 1 M potassium tert-butoxide (KOtBu) in THF (807 mL, 0.807 mol, 1.1 equiv) was added over 1.5 h at −2 to −3° C. The deep red-orange mixture was stirred at −2 to −3° C. for 1 h. 4-Amino-6-chloropyrimidine-5-carbaldehyde (115.2 g, 0.7338 mol, 1.0 equiv) was then added portion wise to the reaction mixture as a solid form using THF (200 mL) to rinse ... Starting materials: COc1cccc(C=O)c1, NC1CCCc2ccccc21. The product is COc1cccc(CNC2CCCc3ccccc32)c1. As a reaction SMILES: [CH3:1][O:2][c:3]1[cH:4][c:5]([CH:6]=[O:7])[cH:8][cH:9][cH:10]1.[CH:11]1([NH2:21])[CH2:12][CH2:13][CH2:14][c:15]2[cH:16][cH:17][cH:18][cH:19][c:20]21>>[CH3:1][O:2][c:3]1[cH:4][c:5]([CH2:6][NH:21][CH:11]2[CH2:12][CH2:13][CH2:14][c:15]3[cH:16][cH:17][cH:18][cH:19][c:20]32)[cH:8][cH:9][cH:10]1.